This data is from the Open Reaction Database (ORD), a public repository of structured organic reaction records. The task is: describe an organic reaction: reactants, conditions, products, and yield Reactants: C(C1=CC=CC=C1)(=O)NCC(=O)O (N-benzoyl-glycine), C (charcoal), C(CCCCCCCCCCC)N (n-dodecyl-amine). Solvent: C(C)(=O)OCC (ethyl acetate). Reaction conditions: temperature 160 celsius. Yields the product C(CCCCCCCCCCC)NC(CNC(C1=CC=CC=C1)=O)=O (N-Benzoyl-glycine n-dodecylamide). Reaction SMILES: [C:1]([NH:9][CH2:10][C:11]([OH:13])=O)(=[O:8])[C:2]1[CH:7]=[CH:6][CH:5]=[CH:4][CH:3]=1.[CH2:14]([NH2:26])[CH2:15][CH2:16][CH2:17][CH2:18][CH2:19][CH2:20][CH2:21][CH2:22][CH2:23][CH2:24][CH3:25].C>C(OCC)(=O)C>[CH2:14]([NH:26][C:11](=[O:13])[CH2:10][NH:9][C:1](=[O:8])[C:2]1[CH:3]=[CH:4][CH:5]=[CH:6][CH:7]=1)[CH2:15][CH2:16][CH2:17][CH2:18][CH2:19][CH2:20][CH2:21][CH2:22][CH2:23][CH2:24][CH3:25]. Reported procedure: A mixture consisting of 10 gm (0.056 mol) of N-benzoyl-glycine and 10.5 gm (0.056 mol) of n-dodecyl-amine was heated for 90 minutes at 160°C., while stirring. Thereafter, ethyl acetate and activated charcoal were added to the reaction mixture, and the mixture was vacuum-filtered while still hot. Upon cooling of the filtrate, a crystalline substance separated out which was collected and again recrystallized from ethyl acetate, yielding 11.9 gm (58% of theory) of the compound of the formula ##EQU4... The reactants are CC(=O)[O-], CC(=O)O, [Na+], O=[Cr](=O)=O, O, CC(CCCC(C)C1C(O)CC2C3CC=C4CC(O)CCC4(C)C3CCC21C)CN1C(=O)c2ccccc2C1=O. Yields the product CC(CCCC(C)C1C(=O)CC2C3CC=C4CC(O)CCC4(C)C3CCC21C)CN1C(=O)c2ccccc2C1=O. As a reaction SMILES: [CH3:46][C:47](=[O:48])[O-:49].[CH3:51][C:52](=[O:53])[OH:54].[Na+:45].[O:1]=[Cr:2](=[O:3])=[O:4].[OH2:50].[OH:5][CH:6]1[CH:7]([CH:8]([CH2:9][CH2:10][CH2:11][CH:12]([CH2:13][N:14]2[C:15](=[O:24])[c:16]3[c:17]([cH:20][cH:21][cH:22][cH:23]3)[C:18]2=[O:19])[CH3:25])[CH3:26])[C:27]2([CH3:44])[CH2:28][CH2:29][CH:30]3[C:31]4([CH3:43])[CH2:32][CH2:33][CH:34]([OH:42])[CH2:35][C:36]4=[CH:37][CH2:38][CH:39]3[CH:40]2[CH2:41]1>>[O:5]=[C:6]1[CH:7]([CH:8]([CH2:9][CH2:10][CH2:11][CH:12]([CH2:13][N:14]2[C:15](=[O:24])[c:16]3[c:17]([cH:20][cH:21][cH:22][cH:23]3)[C:18]2=[O:19])[CH3:25])[CH3:26])[C:27]2([CH3:44])[CH2:28][CH2:29][CH:30]3[C:31]4([CH3:43])[CH2:32][CH2:33][CH:34]([OH:42])[CH2:35][C:36]4=[CH:37][CH2:38][CH:39]3[CH:40]2[CH2:41]1. Reactants: CN(CC(=O)N1CCC2=CC(=C(C=C12)NC1=NC2=C(C3=NC4=CC=C(C(=C4C(N31)=O)F)F)C=CN2S(=O)(=O)C2=CC=C(C=C2)C)OC)C (5-{[1-(N,N-dimethylglycyl)-5-(methyloxy)-2,3-dihydro-1H-indol-6-yl]amino}-8,9-difluoro-3-[(4-methylphenyl)sulfonyl]pyrrolo[2′,3′:4,5]pyrimido[6,1-b]quinazolin-7(3H)-one), CN (methylamine). The solvent is C(C)(=O)OCC (ethyl acetate), C1CCOC1 (THF). Run at time 10 minute. Product: CN(CC(=O)N1CCC2=CC(=C(C=C12)NC=1N=C(C2=C(N1)N(C=C2)S(=O)(=O)C2=CC=C(C=C2)C)NC2=CC=C(C(=C2C(=O)NC)F)F)OC)C (6-({2-{[1-(N,N-dimethylglycyl)-5-(methyloxy)-2,3-dihydro-1H-indol-6-yl]amino}-7-[(4-methylphenyl)sulfonyl]-7H-pyrrolo[2,3-d]pyrimidin-4-yl}amino)-2,3-difluoro-N-methylbenzamide). The yield is 45.6%. Reaction SMILES: [CH3:1][N:2]([CH3:48])[CH2:3][C:4]([N:6]1[C:14]2[C:9](=[CH:10][C:11]([O:46][CH3:47])=[C:12]([NH:15][C:16]3[N:29]4[C:20](=[N:21][C:22]5[C:27]([C:28]4=[O:30])=[C:26]([F:31])[C:25]([F:32])=[CH:24][CH:23]=5)[C:19]4[CH:33]=[CH:34][N:35]([S:36]([C:39]5[CH:44]=[CH:43][C:42]([CH3:45])=[CH:41][CH:40]=5)(=[O:38])=[O:37])[C:18]=4[N:17]=3)[CH:13]=2)[CH2:8][CH2:7]1)=[O:5].[CH3:49][NH2:50]>C1COCC1.C(OCC)(=O)C>[CH3:48][N:2]([CH3:1])[CH2:3][C:4]([N:6]1[C:14]2[C:9](=[CH:10][C:11]([O:46][CH3:47])=[C:12]([NH:15][C:16]3[N:29]=[C:20]([NH:21][C:22]4[C:27]([C:28]([NH:50][CH3:49])=[O:30])=[C:26]([F:31])[C:25]([F:32])=[CH:24][CH:23]=4)[C:19]4[CH:33]=[CH:34][N:35]([S:36]([C:39]5[CH:40]=[CH:41][C:42]([CH3:45])=[CH:43][CH:44]=5)(=[O:37])=[O:38])[C:18]=4[N:17]=3)[CH:13]=2)[CH2:8][CH2:7]1)=[O:5]. Reported procedure: To a solution of 5-{[1-(N,N-dimethylglycyl)-5-(methyloxy)-2,3-dihydro-1H-indol-6-yl]amino}-8,9-difluoro-3-[(4-methylphenyl)sulfonyl]pyrrolo[2′,3′:4,5]pyrimido[6,1-b]quinazolin-7(3H)-one (300 mg, 0.445 mmol) in THF (5 mL) was added methylamine (2 M solution in THF) (2.23 mL, 4.45 mmol). The resulting mixture was let stir at rt for 10 min at which time it was diluted with ethyl acetate and washed with water and a saturated brine solution. Organics were dried over sodium sulfate and solvents remove...